Dataset: the Open Reaction Database (ORD), a public repository of structured organic reaction records. Task: describe an organic reaction: reactants, conditions, products, and yield The reactants are COC(=O)C1C(=O)CCSC1(C)C, COC(=O)C1CSC(C)(C)CC1=O, O=S(=O)(O)O. Yields the product CC1(C)CC(=O)CCS1. As a reaction SMILES: [CH3:14][O:15][C:16]([CH:17]1[C:18](=[O:19])[CH2:20][CH2:21][S:22][C:23]1([CH3:24])[CH3:25])=[O:26].[CH3:1][O:2][C:3](=[O:4])[CH:5]1[CH2:6][S:7][C:8]([CH3:12])([CH3:13])[CH2:9][C:10]1=[O:11].[S:27](=[O:28])(=[O:29])([OH:30])[OH:31]>>[CH2:5]1[CH2:6][S:7][C:8]([CH3:12])([CH3:13])[CH2:9][C:10]1=[O:11]. The reactants are N1(CCC2=CC=CC=C12)C(=O)[O-] (indoline-1-carboxylate), CCCCCCCCCCSC1=C([C@@](C(CC1=O)(C)C)(/C=C/C(=C\C(=O)O)/C)O)C (as10). Product: C(N)(OC1=CC=CC=C1)=O (phenyl carbamate). Yield: 88.0%. As a reaction SMILES: [N:1]1([C:10]([O-])=[O:11])C2C(=CC=CC=2)CC1.CCCCCCCCCCS[C:24]1[C:29](=O)[CH2:28][C:27](C)(C)[C@@:26]([OH:41])(/C=C/C(/C)=C\C(O)=O)[C:25]=1C>>[C:10](=[O:11])([O:41][C:26]1[CH:25]=[CH:24][CH:29]=[CH:28][CH:27]=1)[NH2:1]. Procedure: tert-Butyl-2-(1-(4-dimethylamino)phenyl)-1H-imidazole-2-carbonyl)indoline-1-carboxylate (white solid) represented by the following formula (as10) was obtained in the same manner as in Example 1-15, except that tert-butyl-2-(3-oxo-3-(1-(4-dimethylamino)phenyl)-1H-imidazol-2-yl)propyl)phenyl carbamate (an10) obtained in Synthesis Example 14 was used as a substrate in an amount of 21.7 mg (0.05 mmol), the compound represented by the general formula (25) wherein R5 is the functional group F was used... Reactants: [Br-], Cn1c2cccc(Br)c2c2c(CBr)nn(-c3ccccc3)c(=O)c21, CCCC[N+](CCCC)(CCCC)CCCC, ClCCl, N#C[Na], O. Product: Cn1c2cccc(Br)c2c2c(CC#N)nn(-c3ccccc3)c(=O)c21. As a reaction SMILES: [Br-:29].[Br:1][c:2]1[c:3]2[c:4]3[c:5]([n:6]([CH3:11])[c:7]2[cH:8][cH:9][cH:10]1)[c:12](=[O:24])[n:13](-[c:18]1[cH:19][cH:20][cH:21][cH:22][cH:23]1)[n:14][c:15]3[CH2:16][Br:17].[CH3:30][CH2:31][CH2:32][CH2:33][N+:34]([CH2:35][CH2:36][CH2:37][CH3:38])([CH2:39][CH2:40][CH2:41][CH3:42])[CH2:43][CH2:44][CH2:45][CH3:46].[Cl:47][CH2:48][Cl:49].[Na:25][C:26]#[N:27].[OH2:28]>>[Br:1][c:2]1[c:3]2[c:4]3[c:5]([n:6]([CH3:11])[c:7]2[cH:8][cH:9][cH:10]1)[c:12](=[O:24])[n:13](-[c:18]1[cH:19][cH:20][cH:21][cH:22][cH:23]1)[n:14][c:15]3[CH2:16][C:26]#[N:27].